This data is from the Open Reaction Database (ORD), a public repository of structured organic reaction records. The task is: describe an organic reaction: reactants, conditions, products, and yield Reactants: 5(b), [Si](C)(C)(C(C)(C)C)OCC(C)N1C(OC(C1)COC1=CC(=CC=C1)F)=O (3-(2-t-butyldimethylsilyloxy-1-methylethyl)-5-(3-fluorophenoxymethyl)oxazolidin-2-one), [F-] (fluoride). Run in O1CCCC1 (tetrahydrofuran). Product: FC=1C=C(OCC2CN(C(O2)=O)C(CO)C)C=CC1 (2-[5-(3-Fluorophenoxymethyl)-2-oxooxazolidin-3-yl]propanol). The yield is 96.5%. Reaction SMILES: [Si]([O:8][CH2:9][CH:10]([N:12]1[CH2:16][CH:15]([CH2:17][O:18][C:19]2[CH:24]=[CH:23][CH:22]=[C:21]([F:25])[CH:20]=2)[O:14][C:13]1=[O:26])[CH3:11])(C(C)(C)C)(C)C.[F-]>O1CCCC1>[F:25][C:21]1[CH:20]=[C:19]([CH:24]=[CH:23][CH:22]=1)[O:18][CH2:17][CH:15]1[O:14][C:13](=[O:26])[N:12]([CH:10]([CH3:11])[CH2:9][OH:8])[CH2:16]1. Procedure: A procedure similar to that described in Preparation 5(b) was repeated, except that 0.93 g of 3-(2-t-butyldimethylsilyloxy-1-methylethyl)-5-(3-fluorophenoxymethyl)oxazolidin-2-one (prepared as described in Preparation 72), 9 ml of anhydrous tetrahydrofuran and 7.2 ml of tetrabutylammonum fluoride (26% w/v in tetrahydrofuran) were used, to give 0.63 g of the title compound having an Rf value of 0.18 (on silica gel thin layer chromatography, using ethyl acetate as the developing solvent). Starting materials: C=CC(C)=C (isoprene), C=CC(C)=C (isoprene), C=CC(C)=C (isoprene). Reagents/catalysts: C/C(=C/C(=O)C)/[O-].C/C(=C/C(=O)C)/[O-].[Pd+2] (palladium acetylacetonate), C1(CCCCC1)P(C1CCCCC1)C1CCCCC1 (tricyclohexylphosphine), P(O)(O)(O)=O (phosphoric acid). Solvent: O1CCOCC1 (dioxane). Reaction conditions: time 50 hour. The product is CC(=C)CC=CC=C(C)C (2,7-dimethyl-1,4,6-octatriene). RXN SMILES: [CH2:1]=[CH:2][C:3](=[CH2:5])[CH3:4]>C/C(/[O-])=C/C(C)=O.C/C(/[O-])=C/C(C)=O.[Pd+2].C1(P(C2CCCCC2)C2CCCCC2)CCCCC1.P(=O)(O)(O)O.O1CCOCC1>[CH3:5][C:3]([CH2:2][CH:1]=[CH:1][CH:2]=[C:3]([CH3:5])[CH3:4])=[CH2:4] |f:1.2.3|. Procedure: 50 ml of distilled isoprene, 1 kg of dioxane, 5 g (16.5 mmol) of palladium acetylacetonate, 23.1 g (82.5 mmol) of tricyclohexylphosphine and 1.9 g (16.5 mmol) of 85% phosphoric acid in a four-necked flask are held under reflux under an argon atmosphere until the internal temperature exceeds 90°C. 1 kg of isoprene is then added dropwise at an oil-bath temperature of 120°C in such a manner that the internal temperature does not fall below 88°C (ca 30 ml/hour) but remains in the range of 90°-95°C. ... Starting materials: CN1C2C[C@@H]([C@H]3[C@@H]4CC[C@@H]([C@@]4(C)CC[C@@H]3[C@]2(CCC1=O)C)O)C (4,7β-dimethyl-4-aza-androstan-3-one-17β-ol), C1CCC2=NCCCN2CC1 (DBU), C(C)(C)(C)N=C=O (t-butylisocyanate). Run in C(C)(=O)OCC (ethyl acetate), C(Cl)Cl (methylene chloride). Conditions: time 48 hour. The product is C(C)(C)(C)NC(=O)O[C@@H]1[C@]2(C)[C@@H](CC1)[C@@H]1C(C[C@H]3N(C(CC[C@]3(C)[C@H]1CC2)=O)C)C (17β-(t-Butylaminocarbonyloxy)-4,7-dimethyl-5α-4-aza-Androstan-3-one). Reaction SMILES: [CH3:1][N:2]1[C:19](=[O:20])[CH2:18][CH2:17][C@@:16]2([CH3:21])[CH:3]1[CH2:4][C@H:5]([CH3:23])[C@@H:6]1[C@@H:15]2[CH2:14][CH2:13][C@@:11]2([CH3:12])[C@H:7]1[CH2:8][CH2:9][C@@H:10]2[OH:22].C1CCN2C(=NCCC2)CC1.[C:35]([N:39]=[C:40]=[O:41])([CH3:38])([CH3:37])[CH3:36]>C(Cl)Cl.C(OCC)(=O)C>[C:35]([NH:39][C:40]([O:22][C@H:10]1[CH2:9][CH2:8][C@H:7]2[C@H:6]3[C@H:15]([CH2:14][CH2:13][C@:11]12[CH3:12])[C@:16]1([CH3:21])[C@H:3]([N:2]([CH3:1])[C:19](=[O:20])[CH2:18][CH2:17]1)[CH2:4][CH:5]3[CH3:23])=[O:41])([CH3:38])([CH3:37])[CH3:36]. Reported procedure: To a solution of 70, 51 mg in 4 ml methylene chloride was added DBU (200 microliters) followed by 63.65 mg. t-butylisocyanate. After stirring the mixture for 48 hours at room temperature, the reaction mixture was diluted with ethyl acetate, the organic layer washed with water, brine, dried and concentrated to a residue which was purified by preparative chromatography over silica gel using 3:1 CHCl3 /acetone to yield pure title compound 72. The product is ClC=1N=C(N(C1Cl)CC1=C(C2=C(N(C(N(C2=O)C)=O)CC(C)C)S1)C(=O)NOC)C (6-[4,5-Dichloro-2-methyl-1H-imidazol-1-ylmethyl]-1-isobutyl-N-methoxy-3-methyl-2,4-dioxo-1,2,3,4-tetrahydrothieno[2,3-d]pyrimidine-5-carboxamide). Procedure details: Prepared from the product of example 1 part d) and methoxylamine hydrochloride following the procedure of example 1 part e). As a reaction SMILES: [Cl:1][C:2]1[N:3]=[C:4]([CH3:31])[N:5]([CH2:8][C:9]2[S:24][C:12]3[N:13]([CH2:20][CH:21]([CH3:23])[CH3:22])[C:14](=[O:19])[N:15]([CH3:18])[C:16](=[O:17])[C:11]=3[C:10]=2[C:25]([N:27]([O:29][CH3:30])C)=[O:26])[C:6]=1[Cl:7].Cl.O(N)C>>[Cl:1][C:2]1[N:3]=[C:4]([CH3:31])[N:5]([CH2:8][C:9]2[S:24][C:12]3[N:13]([CH2:20][CH:21]([CH3:23])[CH3:22])[C:14](=[O:19])[N:15]([CH3:18])[C:16](=[O:17])[C:11]=3[C:10]=2[C:25]([NH:27][O:29][CH3:30])=[O:26])[C:6]=1[Cl:7] |f:1.2|. The reactants are ClC=1N=C(N(C1Cl)CC1=C(C2=C(N(C(N(C2=O)C)=O)CC(C)C)S1)C(=O)N(C)OC)C (6-[4,5-Dichloro-2-methyl-1H-imidazol-1-ylmethyl]-1,2,3,4-tetrahydro-N-methoxy-N,3-dimethyl-1-(2-methylpropyl)-2,4-dioxo-thieno[2,3-d]pyrimidine-5-carboxamide), Cl.O(C)N (methoxylamine hydrochloride). Reactants: C(C1=CC=CC=C1)C=1C(C2=C(NC(C1OC)=O)C=CC=C2)=O (4-benzyl-3-methoxy-2,5-dioxo-2,5-dihydro-1H-benz[b]azepine), B(Br)(Br)Br (boron tri-bromide), ice water. Solvent: ClCCl (dichloromethane). The product is C(C1=CC=CC=C1)C=1C(C2=C(NC(C1O)=O)C=CC=C2)=O (4-Benzyl-3-hydroxy-2,5-dioxo-2,5-dihydro-1H-benz[b]azepine). The yield is 78.4%. RXN SMILES: [CH2:1]([C:8]1[C:9](=[O:22])[C:10]2[CH:21]=[CH:20][CH:19]=[CH:18][C:11]=2[NH:12][C:13](=[O:17])[C:14]=1[O:15]C)[C:2]1[CH:7]=[CH:6][CH:5]=[CH:4][CH:3]=1.B(Br)(Br)Br>ClCCl>[CH2:1]([C:8]1[C:9](=[O:22])[C:10]2[CH:21]=[CH:20][CH:19]=[CH:18][C:11]=2[NH:12][C:13](=[O:17])[C:14]=1[OH:15])[C:2]1[CH:3]=[CH:4][CH:5]=[CH:6][CH:7]=1. Reported procedure: To a solution of 4-benzyl-3-methoxy-2,5-dioxo-2,5-dihydro-1H-benz[b]azepine (0.45 g) in dichloromethane was added boron tri-bromide (4.6 mL). Upon completion of the reaction, the mixture was added to ice water and extracted with ethyl acetate. The combined organic extracts were washed with brine, dried and evaporated. The resulting solid was recrystallized from toluene to give the title compound (0.336 g); mp 199°-200° C.; NMR: 3.97 (s,2); MS(EI): m/z=279(M). Analysis for C17H13NO3.0.1 H2O: Calc...